From a dataset of the Open Reaction Database (ORD), a public repository of structured organic reaction records. describe an organic reaction: reactants, conditions, products, and yield The reactants are C(CCC)[Mg]Cl (n-butylmagnesium chloride), Cl[SiH]1CCC(CC1)CCCC[C@@H]1CC[C@H](CC1)C1=CC=C(C=C1)OC(F)F (1-chloro-4-(4-(trans-4-(4-difluoromethoxyphenyl)cyclohexyl)butyl)-1-silacyclohexane), resultant product. Run in C1CCOC1 (THF), C1CCOC1 (THF). Product: FC(OC1=CC=C(C=C1)[C@@H]1CC[C@H](CC1)CCCC[C@@H]1CC[Si@H](CC1)CCCC)F (trans-4-(4-(trans-4-(4-difluoromethoxyphenyl)cyclohexyl)butyl)-1-n-butyl-1-silacyclohexane). Yield: 90.0%. As a reaction SMILES: [CH2:1]([Mg]Cl)[CH2:2][CH2:3][CH3:4].Cl[SiH:8]1[CH2:13][CH2:12][CH:11]([CH2:14][CH2:15][CH2:16][CH2:17][C@H:18]2[CH2:23][CH2:22][C@H:21]([C:24]3[CH:29]=[CH:28][C:27]([O:30][CH:31]([F:33])[F:32])=[CH:26][CH:25]=3)[CH2:20][CH2:19]2)[CH2:10][CH2:9]1>C1COCC1>[F:32][CH:31]([F:33])[O:30][C:27]1[CH:28]=[CH:29][C:24]([C@H:21]2[CH2:22][CH2:23][C@H:18]([CH2:17][CH2:16][CH2:15][CH2:14][C@H:11]3[CH2:12][CH2:13][Si@H:8]([CH2:1][CH2:2][CH2:3][CH3:4])[CH2:9][CH2:10]3)[CH2:19][CH2:20]2)=[CH:25][CH:26]=1. Reported procedure: 50 ml (0.13 moles) of a THF solution of 2.5M of n-butylmagnesium chloride was dropped in a mixed solution of 41.5 g (0.1 mol) of 1-chloro-4-(4-(trans-4-(4-difluoromethoxyphenyl)cyclohexyl)butyl)-1-silacyclohexane and 30 ml of THF. The resultant product was found to be a mixture of trans and cis isomers with respect to the silacyclohexane ring. The product was subjected to ordinary aftertreatments, followed by isolation through chromatography to obtain 43.7 g (yield: 90%) of the intended trans is... Reactants: C[C@H](CCC(=O)O)[C@H]1CC[C@@H]2[C@@]1([C@H](C[C@H]3[C@H]2[C@@H](C[C@H]4[C@@]3(CC[C@H](C4)O)C)O)O)C (cholic acid), C(C(=O)Cl)(=O)Cl (oxalyl chloride), C=O (formalin), C(=O)OC1CC2CC([C@H]3[C@@H]4CC[C@H]([C@@H](CCC(=O)O)C)[C@]4(C(C[C@@H]3[C@]2(CC1)C)OC=O)C)OC=O (3,7,12-triformyloxycholanoic acid). Yields the product C(=O)OC1CC2CC([C@H]3[C@@H]4CC[C@H]([C@@H](CCC(=O)Cl)C)[C@]4(C(C[C@@H]3[C@]2(CC1)C)OC=O)C)OC=O (3,7,12-triformyloxycholanoic acid chloride). Reaction SMILES: C[C@@H]([C@@H]1[C@@]2(C)[C@@H](O)C[C@@H]3[C@@]4(C)CC[C@@H](O)C[C@H]4C[C@@H](O)[C@H]3[C@@H]2CC1)CCC(O)=O.C=O.[CH:32]([O:34][CH:35]1[CH2:58][CH2:57][C@@:56]2([CH3:59])[CH:37]([CH2:38][CH:39]([O:64][CH:65]=[O:66])[C@@H:40]3[C@@H:55]2[CH2:54][CH:53]([O:60][CH:61]=[O:62])[C@@:52]2([CH3:63])[C@H:41]3[CH2:42][CH2:43][C@@H:44]2[C@H:45]([CH3:51])[CH2:46][CH2:47][C:48](O)=[O:49])[CH2:36]1)=[O:33].C(Cl)(=O)C([Cl:70])=O>>[CH:32]([O:34][CH:35]1[CH2:58][CH2:57][C@@:56]2([CH3:59])[CH:37]([CH2:38][CH:39]([O:64][CH:65]=[O:66])[C@@H:40]3[C@@H:55]2[CH2:54][CH:53]([O:60][CH:61]=[O:62])[C@@:52]2([CH3:63])[C@H:41]3[CH2:42][CH2:43][C@@H:44]2[C@H:45]([CH3:51])[CH2:46][CH2:47][C:48]([Cl:70])=[O:49])[CH2:36]1)=[O:33]. Procedure: By a standard technique using cholic acid and formalin, 3,7,12-triformyloxycholanoic acid was synthesized. It was then chlorinated using oxalyl chloride. The crude product thus obtained was used in the subsequent step of esterification without purification. Starting materials: CCOC(C)=O, O=C(Cl)Oc1ccc([N+](=O)[O-])cc1, Cl, C1CCOC1, Nc1cccc(O)c1, c1ccncc1. The product is O=C(Nc1cccc(O)c1)Oc1ccc([N+](=O)[O-])cc1. Reaction SMILES: [CH3:34][CH2:35][O:36][C:37](=[O:38])[CH3:39].[Cl:15][C:16](=[O:17])[O:18][c:19]1[cH:20][cH:21][c:22]([N+:25](=[O:26])[O-:27])[cH:23][cH:24]1.[ClH:28].[O:29]1[CH2:30][CH2:31][CH2:32][CH2:33]1.[OH:1][c:2]1[cH:3][c:4]([NH2:5])[cH:6][cH:7][cH:8]1.[cH:9]1[cH:10][cH:11][n:12][cH:13][cH:14]1>>[OH:1][c:2]1[cH:3][c:4]([NH:5][C:16](=[O:17])[O:18][c:19]2[cH:20][cH:21][c:22]([N+:25](=[O:26])[O-:27])[cH:23][cH:24]2)[cH:6][cH:7][cH:8]1. The reactants are C=CC=C (butadiene), C1=CC=CCC1 (1,3-cyclohexadiene), C(CCCCCC)O (n-heptanol). Procedure details: The temperature of the autoclave was raised to 40° C. and thereafter 667 g of a cyclohexane solution of 30% by weight of butadiene (Bd) (Bd: 200 g) was introduced into the autoclave to carry out a polymerization reaction at 40° C. for 2 hours, obtaining a Bd homopolymer. Then, 200 g of 1,3-cyclohexadiene (CHD) was further introduced into the autoclave to carry out a polymerization reaction at 40° C. for 5 hours. After the polymerization reaction was completed, dehydrated n-heptanol was added in ... Solvent: C1CCCCC1 (cyclohexane). The product is C=CC=C.C1=CC=CCC1 (Bd CHD). Run at temperature 40 celsius. Reaction SMILES: [CH2:1]=[CH:2][CH:3]=[CH2:4].[CH:5]1[CH2:10][CH2:9][CH:8]=[CH:7][CH:6]=1.C(O)CCCCCC>C1CCCCC1>[CH2:1]=[CH:2][CH:3]=[CH2:4].[CH:10]1[CH2:9][CH2:8][CH:7]=[CH:6][CH:5]=1 |f:4.5|. Starting materials: S1C=C(C=C1)C1=CC=C(C(=O)OC)C=C1 (methyl (4-thien-3-yl)benzoate), [H-].[Al+3].[Li+].[H-].[H-].[H-] (lithium aluminum hydride), C(C)OCC (diethyl ether). Reported procedure: To a solution of methyl (4-thien-3-yl)benzoate (552 g, 1.60 mmol) in THF (5 mL) at 0° C. was added 1.0 M lithium aluminum hydride in diethyl ether (1.60 mL, 1.60 mmol) over 10 minutes. The reaction was allowed to stir at ambient temperature for 3 hours, cooled to 0° C., and quenched by dropwise addition of water (0.10 mL), 4 N aq. NaOH (0.10 mL), and water (0.30 mL). The reaction was filtered through a pad of Celite and the filtrate evaporated in vacuo. The title compound was obtained as an oil ... Run at time 3 hour. Product: S1C=C(C=C1)C1=CC=C(CO)C=C1 (4-Thien-3-yl-benzyl alcohol). The solvent is C1CCOC1 (THF). RXN SMILES: [S:1]1[CH:5]=[CH:4][C:3]([C:6]2[CH:15]=[CH:14][C:9]([C:10](OC)=[O:11])=[CH:8][CH:7]=2)=[CH:2]1.[H-].[Al+3].[Li+].[H-].[H-].[H-].C(OCC)C>C1COCC1>[S:1]1[CH:5]=[CH:4][C:3]([C:6]2[CH:15]=[CH:14][C:9]([CH2:10][OH:11])=[CH:8][CH:7]=2)=[CH:2]1 |f:1.2.3.4.5.6|. The reactants are C1(CCCC1)COC1=CC=CC2=C1C(=NO2)OCC2CCNCC2 (4-(Cyclopentylmethoxy)-3-(piperidin-4-ylmethoxy)-1,2-benzisoxazole), O=CCC1(CCOCC1)C(=O)OC (methyl 4-(2-oxoethyl)tetrahydro-2H-pyran-4-carboxylate), C(=O)C1(CCC1)C(=O)OC (methyl 1-formylcyclobutanecarboxylate). Yields the product C1(CCCC1)COC1=CC=CC2=C1C(=NO2)OCC2CCN(CC2)CCC2(CCOCC2)C(=O)OC (Methyl 4-{2-[4-({[4-(cyclopentylmethoxy)-1,2-benzisoxazol-3-yl]oxy}methyl)piperidin-1-yl]ethyl}-tetrahydro-2H-pyran-4-carboxylate). Reaction SMILES: [CH:1]1([CH2:6][O:7][C:8]2[C:13]3[C:14]([O:17][CH2:18][CH:19]4[CH2:24][CH2:23][NH:22][CH2:21][CH2:20]4)=[N:15][O:16][C:12]=3[CH:11]=[CH:10][CH:9]=2)[CH2:5][CH2:4][CH2:3][CH2:2]1.O=[CH:26][CH2:27][C:28]1([C:34]([O:36][CH3:37])=[O:35])[CH2:33][CH2:32][O:31][CH2:30][CH2:29]1.C(C1(C(OC)=O)CCC1)=O>>[CH:1]1([CH2:6][O:7][C:8]2[C:13]3[C:14]([O:17][CH2:18][CH:19]4[CH2:20][CH2:21][N:22]([CH2:26][CH2:27][C:28]5([C:34]([O:36][CH3:37])=[O:35])[CH2:29][CH2:30][O:31][CH2:32][CH2:33]5)[CH2:23][CH2:24]4)=[N:15][O:16][C:12]=3[CH:11]=[CH:10][CH:9]=2)[CH2:5][CH2:4][CH2:3][CH2:2]1. Procedure details: The title compound was prepared according to the procedure described in Step 3 of EXAMPLE 2 using 4-(cyclopentylmethoxy)-3-(piperidin-4-ylmethoxy)-1,2-benzisoxazole (EXAMPLE 22, Step 2) and methyl 4-(2-oxoethyl)tetrahydro-2H-pyran-4-carboxylate (WO 2004/043958) instead of 3-(piperidin-4-ylmethoxy)-4-(2,2,2-trifluoroethoxy)-1,2-benzisoxazole and methyl 1-formylcyclobutanecarboxylate.